From a dataset of the Open Reaction Database (ORD), a public repository of structured organic reaction records. describe an organic reaction: reactants, conditions, products, and yield Reactants: CCOC(=O)c1[nH]cnc1C, C1CCOC1, O=C1CCC(=O)N1I. Product: CCOC(=O)c1[nH]c(I)nc1C. As a reaction SMILES: [CH2:1]([CH3:2])[O:3][C:4](=[O:5])[c:6]1[nH:7][cH:8][n:9][c:10]1[CH3:11].[CH2:20]1[O:21][CH2:22][CH2:23][CH2:24]1.[O:12]=[C:13]1[N:14]([I:19])[C:15](=[O:16])[CH2:17][CH2:18]1>>[CH2:1]([CH3:2])[O:3][C:4](=[O:5])[c:6]1[nH:7][c:8]([I:19])[n:9][c:10]1[CH3:11]. Reactants: Cc1ccccc1, ClCCl, O=C(O)C(F)(F)F, CC(C)(C)OC(=O)N1CC(C)(C)OC2(CCN(Cc3cccc(CCO)c3)CC2)C1. Reaction SMILES: [CH3:38][c:39]1[cH:40][cH:41][cH:42][cH:43][cH:44]1.[Cl:45][CH2:46][Cl:47].[OH:1][C:2]([C:3]([F:4])([F:5])[F:6])=[O:7].[OH:8][CH2:9][CH2:10][c:11]1[cH:12][c:13]([CH2:14][N:15]2[CH2:16][CH2:17][C:18]3([CH2:19][N:20]([C:26]([O:27][C:28]([CH3:29])([CH3:30])[CH3:31])=[O:32])[CH2:21][C:22]([CH3:24])([CH3:25])[O:23]3)[CH2:33][CH2:34]2)[cH:35][cH:36][cH:37]1>>[OH:8][CH2:9][CH2:10][c:11]1[cH:12][c:13]([CH2:14][N:15]2[CH2:16][CH2:17][C:18]3([CH2:19][NH:20][CH2:21][C:22]([CH3:24])([CH3:25])[O:23]3)[CH2:33][CH2:34]2)[cH:35][cH:36][cH:37]1. The product is CC1(C)CNCC2(CCN(Cc3cccc(CCO)c3)CC2)O1.